Dataset: the Open Reaction Database (ORD), a public repository of structured organic reaction records. Task: describe an organic reaction: reactants, conditions, products, and yield Reactants: C([O-])([O-])=O.[K+].[K+] (potassium carbonate), BrCCNC(=O)N1C2=C(NC(C3=C1C=CC=C3)=O)C=CC=N2 (11-[[[2-bromo-ethyl]amino]carbonyl]-5,11-dihydro-6H-pyrido[2,3-b][1,4]benzodiazepin-6-one), C(CC)N(CCC)CC1NCCCC1 (2-[(dipropylamino)-methyl]piperidine), [I-].[Na+] (sodium iodide). Run in C(C)#N (acetonitrile). Product: C(CC)N(CCC)CC1N(CCCC1)CCNC(=O)N1C2=C(NC(C3=C1C=CC=C3)=O)C=CC=N2 (5,11-Dihydro-11-[[[2-[2-[(dipropylamino)methyl]-piperidin-l-yl]ethyl]amino]carbonyl]-6H-pyrido[2,3-b][1,4]benzodiazepin-6-one). As a reaction SMILES: Br[CH2:2][CH2:3][NH:4][C:5]([N:7]1[C:13]2[CH:14]=[CH:15][CH:16]=[CH:17][C:12]=2[C:11](=[O:18])[NH:10][C:9]2[CH:19]=[CH:20][CH:21]=[N:22][C:8]1=2)=[O:6].[CH2:23]([N:26]([CH2:30][CH:31]1[CH2:36][CH2:35][CH2:34][CH2:33][NH:32]1)[CH2:27][CH2:28][CH3:29])[CH2:24][CH3:25].[I-].[Na+].C(=O)([O-])[O-].[K+].[K+]>C(#N)C>[CH2:23]([N:26]([CH2:30][CH:31]1[CH2:36][CH2:35][CH2:34][CH2:33][N:32]1[CH2:2][CH2:3][NH:4][C:5]([N:7]1[C:13]2[CH:14]=[CH:15][CH:16]=[CH:17][C:12]=2[C:11](=[O:18])[NH:10][C:9]2[CH:19]=[CH:20][CH:21]=[N:22][C:8]1=2)=[O:6])[CH2:27][CH2:28][CH3:29])[CH2:24][CH3:25] |f:2.3,4.5.6|. Procedure: The darkened mixture of 1.806 g (0.005 mol) of 11-[[[2-bromo-ethyl]amino]carbonyl]-5,11-dihydro-6H-pyrido[2,3-b][1,4]benzodiazepin-6-one, 0.992 g (0.005 mol) of 2-[(dipropylamino)-methyl]piperidine, 20 ml of anhydrous acetonitrile and 0.75 g (0.005 mol) of sodium iodide was refluxed for 4 hours with stirring under a nitrogen atmosphere. The mixture was left to cool, 50 ml of 10% aqueous potassium carbonate solution were added and the organic phase was separated off. The aqueous phase was extract... Yields the product N#CC(=CNc1ccccc1)CNC=O. Reactants: CO, N#CC(C=O)CNC=O, Cl, Nc1ccccc1, [Na]. Reaction SMILES: [CH3:19][OH:20].[CH:2](=[O:3])[CH:4]([C:5]#[N:6])[CH2:7][NH:8][CH:9]=[O:10].[ClH:11].[NH2:12][c:13]1[cH:14][cH:15][cH:16][cH:17][cH:18]1.[Na:1]>>[CH:2](=[C:4]([C:5]#[N:6])[CH2:7][NH:8][CH:9]=[O:10])[NH:12][c:13]1[cH:14][cH:15][cH:16][cH:17][cH:18]1. Reactants: C(C)(C)N (isopropylamine), C(CCC)[Li] (n-butyl lithium), C(C)OC(CI)=O (iodoacetic acid ethyl ester), Cl (hydrochloric acid), ClC=1C=CC2=C(C(CCC(N2)=O)C2=C(C=CC=C2)Cl)C1 (7-chloro-5-(2-chlorophenyl)-2,3,4,5-tetrahydro-1H-[1]-benzazepin-2-one). The solvent is O1CCCC1 (tetrahydrofuran), CCCCCC (hexane), O1CCCC1 (tetrahydrofuran). Reaction conditions: temperature -15 celsius, time 45 minute. The product is C(C)OC(CC1C(N(C2=C(C(C1)C1=C(C=CC=C1)Cl)C=C(C=C2)Cl)CC(C)C)=O)=O (7-Chloro-5-(2-chlorophenyl)-1-isobutyl-2-oxo-2,3,4,5-tetrahydro-1H-[1]-benzazepine-3-acetic acid ethyl ester). Reaction SMILES: [CH:1](N)([CH3:3])[CH3:2].[CH2:5]([Li])CCC.[Cl:10][C:11]1[CH:12]=[CH:13][C:14]2[NH:20][C:19](=[O:21])[CH2:18][CH2:17][CH:16]([C:22]3[CH:27]=[CH:26][CH:25]=[CH:24][C:23]=3[Cl:28])[C:15]=2[CH:29]=1.[CH2:30]([O:32][C:33](=[O:36])[CH2:34]I)[CH3:31].Cl>O1CCCC1.CCCCCC>[CH2:30]([O:32][C:33](=[O:36])[CH2:34][CH:18]1[CH2:17][CH:16]([C:22]2[CH:27]=[CH:26][CH:25]=[CH:24][C:23]=2[Cl:28])[C:15]2[CH:29]=[C:11]([Cl:10])[CH:12]=[CH:13][C:14]=2[N:20]([CH2:2][CH:1]([CH3:3])[CH3:5])[C:19]1=[O:21])[CH3:31]. Reported procedure: To dry tetrahydrofuran (5 ml) was added isopropylamine (0.25 ml), and the mixture was cooled to -15° C. to which was added a 1.58M hexane solution of n-butyl lithium (1.14 ml), and the mixture was stirred for 45 minutes at -15° C. To the reaction mixture was added 7-chloro-5-(2-chlorophenyl)-2,3,4,5-tetrahydro-1H-[1]-benzazepin-2-one (0.5 g) dissolved in tetrahydrofuran (5 ml), which was stirred for 15 minutes at 0° C. The reaction mixture was cooled to -78° C., to which was added iodoacetic aci... Starting materials: CCOC(=O)CC1(O)CCc2ccc(F)cc21, Cc1ccccc1, [Ca+2], [Cl-], [Cl-], O, Cc1ccc(S(=O)(=O)O)cc1. The product is CCOC(=O)CC1=CCc2ccc(F)cc21. As a reaction SMILES: [CH2:1]([CH3:2])[O:3][C:4]([CH2:5][C:6]1([OH:16])[CH2:7][CH2:8][c:9]2[cH:10][cH:11][c:12]([F:15])[cH:13][c:14]21)=[O:17].[CH3:33][c:34]1[cH:35][cH:36][cH:37][cH:38][cH:39]1.[Ca+2:31].[Cl-:30].[Cl-:32].[OH2:29].[c:18]1([CH3:19])[cH:20][cH:21][c:22]([S:23]([OH:24])(=[O:25])=[O:26])[cH:27][cH:28]1>>[CH2:1]([CH3:2])[O:3][C:4]([CH2:5][C:6]1=[CH:7][CH2:8][c:9]2[cH:10][cH:11][c:12]([F:15])[cH:13][c:14]21)=[O:17]. The reactants are CC(C)(C)OC(=O)N1CCCCC1c1nc(-c2cccc(C#N)c2)no1, O=CO. Yields the product N#Cc1cccc(-c2noc(C3CCCCN3)n2)c1. Reaction SMILES: [C:1]([O:2][C:3](=[O:4])[N:8]1[CH:9]([c:14]2[n:15][c:16](-[c:19]3[cH:20][c:21]([C:25]#[N:26])[cH:22][cH:23][cH:24]3)[n:17][o:18]2)[CH2:10][CH2:11][CH2:12][CH2:13]1)([CH3:5])([CH3:6])[CH3:7].[CH:27]([OH:28])=[O:29]>>[NH:8]1[CH:9]([c:14]2[n:15][c:16](-[c:19]3[cH:20][c:21]([C:25]#[N:26])[cH:22][cH:23][cH:24]3)[n:17][o:18]2)[CH2:10][CH2:11][CH2:12][CH2:13]1. Procedure: 4-Hydroxy-2-(3-trifluoromethylphenyl)-2H-phthalazin-1-one (0.50 g, 1.6 mmol) and phosphorus oxybromide (1.9 g, 6.5 mmol) were stirred at 150° C. for 2 h. H2O (100 ml) was added after cooling to room temperature. The precipitated solid was collected by filtration and washed with H2O. Drying of the solid in vacuum gave the title compound (0.4 g, 66% yield). 1H-NMR: (400 MHz, D6-DMSO) 8.39 (1H, d), 7.95–8.12 (5H, m), 7.79–7.99 (2H, m); MS (ESI+)=370.98 (M+H)+. Starting materials: OC1=NN(C(C2=CC=CC=C12)=O)C1=CC(=CC=C1)C(F)(F)F (4-Hydroxy-2-(3-trifluoromethylphenyl)-2H-phthalazin-1-one), P(=O)(Br)(Br)Br (phosphorus oxybromide). Reaction SMILES: O[C:2]1[C:11]2[C:6](=[CH:7][CH:8]=[CH:9][CH:10]=2)[C:5](=[O:12])[N:4]([C:13]2[CH:18]=[CH:17][CH:16]=[C:15]([C:19]([F:22])([F:21])[F:20])[CH:14]=2)[N:3]=1.P(Br)(Br)([Br:25])=O>O>[Br:25][C:2]1[C:11]2[C:6](=[CH:7][CH:8]=[CH:9][CH:10]=2)[C:5](=[O:12])[N:4]([C:13]2[CH:18]=[CH:17][CH:16]=[C:15]([C:19]([F:22])([F:21])[F:20])[CH:14]=2)[N:3]=1. Run in O (H2O). Product: BrC1=NN(C(C2=CC=CC=C12)=O)C1=CC(=CC=C1)C(F)(F)F (4-Bromo-2-(3-trifluoromethylphenyl)-2H-phthalazin-1-one). Yield: 67.7%. Reactants: ClC1=NC2=CC(=CC(=C2C(=C1C)Cl)F)F (2,4-dichloro-5,7-difluoro-3-methylquinoline), CS(=O)C1=C(C=CC=C1)B(O)O (2-(methylsulfinyl)phenylboronic acid). Yields the product ClC1=C(C(=NC2=CC(=CC(=C12)F)F)C1=C(C=CC=C1)S(=O)C)C (4-chloro-5,7-difluoro-3-methyl-2-(2-(methylsulfinyl)phenyl)quinoline). RXN SMILES: Cl[C:2]1[C:11]([CH3:12])=[C:10]([Cl:13])[C:9]2[C:4](=[CH:5][C:6]([F:15])=[CH:7][C:8]=2[F:14])[N:3]=1.[CH3:16][S:17]([C:19]1[CH:24]=[CH:23][CH:22]=[CH:21][C:20]=1B(O)O)=[O:18]>>[Cl:13][C:10]1[C:9]2[C:4](=[CH:5][C:6]([F:15])=[CH:7][C:8]=2[F:14])[N:3]=[C:2]([C:20]2[CH:21]=[CH:22][CH:23]=[CH:24][C:19]=2[S:17]([CH3:16])=[O:18])[C:11]=1[CH3:12]. Procedure details: Essentially prepared according to Procedure F using 2,4-dichloro-5,7-difluoro-3-methylquinoline (250 mg, 1.00 mmol) and 2-(methylsulfinyl)phenylboronic acid to give 4-chloro-5,7-difluoro-3-methyl-2-(2-(methylsulfinyl)phenyl)quinoline. Mass Spectrum (ESI) m/e=352.1 (M+1). Reactants: OC1=CC(OC(=C1)C1=CC=CC=C1)=O (4-hydroxy-6-phenyl-2H -pyran-2-one), M-SBzl, [K+].[Br-] (KBr), ( 2 ), C(C1=CC=CC=C1)S (benzylmercaptan), N1CCCCC1 (piperidine), ( 5 ). The solvent is C(C)(=O)O (acetic acid). The product is C1(CC1)CC(SCC1=CC=CC=C1)C=1C(OC(=CC1O)C1=CC=CC=C1)=O (3-[2-Cyclopropyl-1-[(phenylmethyl)thio]ethyl]-4-hydroxy-6-phenyl-2H-pyran-2-one). As a reaction SMILES: [OH:1][C:2]1[CH:7]=[C:6]([C:8]2[CH:13]=[CH:12][CH:11]=[CH:10][CH:9]=2)[O:5][C:4](=[O:14])[CH:3]=1.[CH2:15]([SH:22])[C:16]1[CH:21]=[CH:20][CH:19]=[CH:18][CH:17]=1.N1[CH2:28][CH2:27][CH2:26][CH2:25][CH2:24]1.[K+].[Br-]>C(O)(=O)C>[CH:26]1([CH2:27][CH:28]([C:3]2[C:4](=[O:14])[O:5][C:6]([C:8]3[CH:9]=[CH:10][CH:11]=[CH:12][CH:13]=3)=[CH:7][C:2]=2[OH:1])[S:22][CH2:15][C:16]2[CH:21]=[CH:20][CH:19]=[CH:18][CH:17]=2)[CH2:24][CH2:25]1 |f:3.4|. Procedure: The title compound was prepared by Method C using 4-hydroxy-6-phenyl-2H -pyran-2-one (1.5 g, 7.98 mmol), 2-cyclopropylmethylcarboxaldehyde (0.67 g, 7.98 mmol), benzylmercaptan (1.98 g, 15.96 mmol), piperidine, (0.5 mL), acetic acid (0.5 mL). m.p. 59-61° C.; 1H NMR (400 MHz, DMSO-d6) δ-0.97 (m, 2 H), 0.28 (m, 2 H), 0.58 (m, 1 H), 1.61 (m, 1 H), 2.01 (m, 1 H), 3.72 (ABXq, 2 H), 4.22 (q, 1H), 6.67 (s, 1H), 7.18 (t, 1H), 7.25 (d, 2H), 7.31 (t, 2H), 7.53 (m, 3H), 7.75 (m, 2H); IR (KBr) 3061, 2919, 26... Starting materials: C(C)(=O)Cl (acetyl chloride), BrC=1SC=CC1 (2-bromothiophene), Cl (hydrochloric acid). The solvent is C(Cl)Cl (CH2Cl2). Run at time 1 hour. The product is C(C)(=O)C=1SC(=CC1)Br (2-acetyl-5-bromothiophene). Reaction SMILES: [C:1](Cl)(=[O:3])[CH3:2].[Br:5][C:6]1[S:7][CH:8]=[CH:9][CH:10]=1.Cl>C(Cl)Cl>[C:1]([C:8]1[S:7][C:6]([Br:5])=[CH:10][CH:9]=1)(=[O:3])[CH3:2]. Procedure: When 1.56 ml (1.1 equivalents) of acetyl chloride was added to a solution of 3.26 g (0.02 mmol) of 2-bromothiophene in 30 ml of CH2Cl2, the mixture foamed and turned black. After stirring for 1 hr. at room temperature, the mixture was mixed with ice and concentrated hydrochloric acid. While being decolored with active carbon, the mixture was extracted with CH2Cl2, whereby 3.53 g (Yield : 86.1%) of the objective product, 2-acetyl-5-bromothiophene (b-1) was obtained as colorless crystals.